Dataset: the Open Reaction Database (ORD), a public repository of structured organic reaction records. Task: describe an organic reaction: reactants, conditions, products, and yield Starting materials: CC(COC1=CC(=CC(=C1)C)C)O (1-methyl-2-(3,5-dimethylphenoxy)ethanol), solvent, [H][H] (hydrogen), [H][H] (hydrogen), N (ammonia), N (ammonia). Reagents/catalysts: [Cr].[Cu] (copper-chromium). Reaction conditions: temperature 240 celsius, time 7 hour. Product: intended compound, CC=1C=C(OCC(C)N)C=C(C1)C (1-(3,5-dimethylphenoxy)-2-aminopropane). Yield: 51.0%. RXN SMILES: [CH3:1][CH:2](O)[CH2:3][O:4][C:5]1[CH:10]=[C:9]([CH3:11])[CH:8]=[C:7]([CH3:12])[CH:6]=1.[NH3:14].[H][H]>[Cr].[Cu]>[CH3:12][C:7]1[CH:6]=[C:5]([CH:10]=[C:9]([CH3:11])[CH:8]=1)[O:4][CH2:3][CH:2]([NH2:14])[CH3:1] |f:3.4|. Procedure: A 150 cc autoclave was charged with 30.0 g (166 mmol) of 1-methyl-2-(3,5-dimethylphenoxy)ethanol, 3.0 g of a copper-chromium catalyst (N203SD, supplied by Nikki Chemical Co., Ltd.: CuO 44%, Cr2O3 44%, MnO2 5G %) and 30.0 g of a solvent (toluene). Further, 9.6 g (564 mmol) of ammonia was added, a hydrogen pressure of 40 kg/cm2G was applied, and then the temperature of the mixture was increased up to 240° C. The mixture was stirred at a reaction pressure of 104 to 97 kg/cm2G for 7 hours. The react... Reactants: N (Ammonia), O1CCCC1 (tetrahydrofuran), ClC1=NC=CC(=N1)C(=O)Cl (2-chloropyrimidine-4-carboxylic acid chloride). Run at temperature 10 celsius, time 45 minute. The product is ClC1=NC=CC(=N1)CC(=O)N (2-chloropyrimidine-4-carboxyamide). The yield is 80.0%. As a reaction SMILES: [NH3:1].[Cl:2][C:3]1[N:8]=[C:7]([C:9](Cl)=O)[CH:6]=[CH:5][N:4]=1.[O:12]1[CH2:16]CCC1>>[Cl:2][C:3]1[N:8]=[C:7]([CH2:9][C:16]([NH2:1])=[O:12])[CH:6]=[CH:5][N:4]=1. Procedure details: Ammonia gas was introduced in 20 ml of tetrahydrofuran at -6° C. for 35 minutes. Then it was heated to 10° C. and 1.5 g (8.47 mmol) of 2-chloropyrimidine-4-carboxylic acid chloride was added. The reaction solution was stirred for 45 minutes at room temperature. Then it was concentrated by evaporation on a rotary evaporator, the residue was poured on 90 ml of saturated NaHCO3 solution, and the aqueous phase was extracted three times with 50 ml of ethyl acetate each. The combined organic phase was... The reactants are F[B-](F)(F)F, O=CO, CCN(C(C)C)C(C)C, ClCCl, Nc1cc(Cl)ccc1Oc1ccccc1, [Na+], O=C([O-])O, CN(C)C(On1nnc2ccccc21)=[N+](C)C. Yields the product O=CNc1cc(Cl)ccc1Oc1ccccc1. RXN SMILES: [B-:19]([F:20])([F:21])([F:22])[F:23].[CH:16](=[O:17])[OH:18].[CH:41]([N:42]([CH2:43][CH3:44])[CH:45]([CH3:46])[CH3:47])([CH3:48])[CH3:49].[Cl:55][CH2:56][Cl:57].[NH2:1][c:2]1[c:3]([O:9][c:10]2[cH:11][cH:12][cH:13][cH:14][cH:15]2)[cH:4][cH:5][c:6]([Cl:8])[cH:7]1.[Na+:54].[O-:50][C:51]([OH:52])=[O:53].[n:24]1([O:25][C:26]([N:27]([CH3:28])[CH3:29])=[N+:30]([CH3:31])[CH3:32])[c:33]2[cH:34][cH:35][cH:36][cH:37][c:38]2[n:39][n:40]1>>[NH:1]([c:2]1[c:3]([O:9][c:10]2[cH:11][cH:12][cH:13][cH:14][cH:15]2)[cH:4][cH:5][c:6]([Cl:8])[cH:7]1)[CH:16]=[O:17]. Starting materials: [Na] (sodium), ClC(C(=O)O)C1=CC=C(C=C1)C1=C(C=CC=C1)Cl (α, 2'-dichloro-4-biphenylylacetic acid), S(=O)([O-])[O-].[Na+].[Na+] (sodium sulfite). Run in C(C)O (ethanol). Run at time 15 hour. The product is S(=O)(=O)(O)C(C(=O)O)C1=CC=C(C=C1)C1=C(C=CC=C1)Cl (α-sulfo-2'-chloro-4-biphenylylacetic acid), [Na][Na] (disodium). As a reaction SMILES: [S:1]([O-:4])([O-:3])=[O:2].[Na+:5].[Na+:6].Cl[CH:8]([C:12]1[CH:17]=[CH:16][C:15]([C:18]2[CH:23]=[CH:22][CH:21]=[CH:20][C:19]=2[Cl:24])=[CH:14][CH:13]=1)[C:9]([OH:11])=[O:10].[Na]>C(O)C>[S:1]([CH:8]([C:12]1[CH:17]=[CH:16][C:15]([C:18]2[CH:23]=[CH:22][CH:21]=[CH:20][C:19]=2[Cl:24])=[CH:14][CH:13]=1)[C:9]([OH:11])=[O:10])([OH:4])(=[O:3])=[O:2].[Na:5][Na:6] |f:0.1.2,^1:24|. Procedure: To a solution of 250 ml. of anhydrous ethanol and 0.12 moles of sodium sulfite is added 29 g. (0.1 moles) of α, 2'-dichloro-4-biphenylylacetic acid, sodium salt. The reaction mixture is stirred for 15 hours, filtered and the residue worked with ethanol. The filtrate is evaporated to dryness to obtain α-sulfo-2'-chloro-4-biphenylylacetic acid, disodium salt. The reactants are C1(=CC(=CC=C1)CN)CN (m-xylylenediamine), C1=CC(=CC(=C1)CN)CN (MXDA). Reagents/catalysts: [Ru] (ruthenium). Yields the product NCC1CC(CCC1)CN (1,3-bis(aminomethyl)cyclohexane). RXN SMILES: [C:1]1([CH2:9][NH2:10])[CH:6]=[CH:5][CH:4]=[C:3]([CH2:7][NH2:8])[CH:2]=1>[Ru]>[NH2:8][CH2:7][CH:3]1[CH2:4][CH2:5][CH2:6][CH:1]([CH2:9][NH2:10])[CH2:2]1. Procedure details: By hydrogenating m-xylylenediamine (available from Mitsubishi Gas Chemical Company, Inc., hereinafter referred to as “MXDA”) in the presence of an alumina catalyst supporting 2% by weight of ruthenium, 1,3-bis(aminomethyl)cyclohexane (1,3-BAC) was produced. The hydrogenation was performed in a fixed bed reactor while supplying the starting liquid and hydrogen from the top of the reactor under the following conditions. The reactants are FC(C1=CC(=CC=C1)C1=CC=NC=2N1N=CC2C#N)(F)F (7-(α,α,α-trifluoro-m-tolyl)pyrazolo[1,5-a]pyrimidine-3-carbonitrile), ice water, S(O)(O)(=O)=O (sulfuric acid). Yields the product FC(C=1C=C(C=CC1)C1=CC=NC=2N1N=CC2C(=O)N)(F)F (7-[3-(Trifluoromethyl)phenyl]pyrazolo[1,5-a]-pyrimidine-3-carboxamide). RXN SMILES: [F:1][C:2]([F:21])([F:20])[C:3]1[CH:8]=[CH:7][CH:6]=[C:5]([C:9]2[N:14]3[N:15]=[CH:16][C:17]([C:18]#[N:19])=[C:13]3[N:12]=[CH:11][CH:10]=2)[CH:4]=1.S(=O)(=O)(O)[OH:23]>>[F:21][C:2]([F:20])([F:1])[C:3]1[CH:4]=[C:5]([C:9]2[N:14]3[N:15]=[CH:16][C:17]([C:18]([NH2:19])=[O:23])=[C:13]3[N:12]=[CH:11][CH:10]=2)[CH:6]=[CH:7][CH:8]=1. Procedure: A mixture of 3.0 g of 7-(α,α,α-trifluoro-m-tolyl)pyrazolo[1,5-a]pyrimidine-3-carbonitrile (prepared as described in U.S. Pat. No. 4,236,005) and 150 ml of concentrated sulfuric acid was stirred at room temperature for 4 hours. The solution was then carefully poured into ice water with stirring. The white precipitate formed was collected, washed with water and then with saturated sodium bicarbonate until it was neutral. The solid was heated with one liter of isopropyl alcohol and filtered. The wh... Starting materials: NC=1N=C(C/2=C(N1)C[C@@H](N\C2=N/O)C2=C(C=C(C=C2)F)Br)C ((R,Z)-2-amino-7-(2-bromo-4-fluorophenyl)-4-methyl-7,8-dihydropyrido[4,3-d]pyrimidin-5(6H)-one oxime), C(=O)([O-])[O-].[Cs+].[Cs+] (Cs2CO3), BrC1C(OCC1)=O (3-bromodihydrofuran-2(3H)-one). Run in CN(C)C=O (DMF). Conditions: time 8 hour. Product: NC=1N=C(C/2=C(N1)C[C@@H](N\C2=N/OC2C(OCC2)=O)C2=C(C=C(C=C2)F)Br)C (3-((Z)—((R)-2-amino-7-(2-bromo-4-fluorophenyl)-4-methyl-7,8-dihydropyrido[4,3-d]pyrimidin-5(6H)-ylidene)aminooxy)dihydrofuran-2(3H)-one). Yield: 77.7%. RXN SMILES: [NH2:1][C:2]1[N:3]=[C:4]([CH3:22])[C:5]2=[C:6]([CH2:8][C@H:9]([C:14]3[CH:19]=[CH:18][C:17]([F:20])=[CH:16][C:15]=3[Br:21])[NH:10]/[C:11]/2=[N:12]\[OH:13])[N:7]=1.C([O-])([O-])=O.[Cs+].[Cs+].Br[CH:30]1[CH2:34][CH2:33][O:32][C:31]1=[O:35]>CN(C=O)C>[NH2:1][C:2]1[N:3]=[C:4]([CH3:22])[C:5]2=[C:6]([CH2:8][C@H:9]([C:14]3[CH:19]=[CH:18][C:17]([F:20])=[CH:16][C:15]=3[Br:21])[NH:10]/[C:11]/2=[N:12]\[O:13][CH:30]2[CH2:34][CH2:33][O:32][C:31]2=[O:35])[N:7]=1 |f:1.2.3|. Reported procedure: To a solution of (R,Z)-2-amino-7-(2-bromo-4-fluorophenyl)-4-methyl-7,8-dihydropyrido[4,3-d]pyrimidin-5(6H)-one oxime (0.3 mmol, 109 mg) in DMF (2.0 mL) was added Cs2CO3 (0.45 mmol, 146 mg) and 3-bromodihydrofuran-2(3H)-one (0.36 mmol, 33.6 μL). The reaction mixture was stirred overnight at r.t. and LCMS shows completion of the reaction. The reaction mixture was poured on crushed ice and the resultant solid was filtered and dried to afford 3-((Z)—((R)-2-amino-7-(2-bromo-4-fluorophenyl)-4-methyl-7... Reported procedure: 2,6-dichloropyrazine (287 mg, 1.93 mmol), 4-(methylsulfonyl)aniline (330 mg, 1.93 mmol), diacetoxypalladium (43.3 mg, 0.19 mmol), 2,2'-bis(diphenylphosphino)-1,1'-binaphthyl (120 mg, 0.19 mmol) and cesium carbonate (690 mg, 2.12 mmol) in 1,4-dioxane (2 mL) were degazed and stirred at 90 °C for 16 hours under nitrogen.  The reaction mixture was evaporated to dryness and was purified by preparative HPLC using a Waters SunFire reverse-phase column (C-18, 5 microns silica, 19 mm diameter, 100 mm len... Product: CS(=O)(=O)C1=CC=C(C=C1)NC2=CN=CC(=N2)Cl. Reaction conditions: temperature 90 celsius. Isolated yield 22.0%. The reactants are CS(=O)(=O)C1=CC=C(C=C1)N, C1=C(N=C(C=N1)Cl)Cl. Reagents/catalysts: C(=O)([O-])[O-].[Cs+].[Cs+], C1=CC=C(C=C1)P(C2=CC=CC=C2)C3=C(C4=CC=CC=C4C=C3)C5=C(C=CC6=CC=CC=C65)P(C7=CC=CC=C7)C8=CC=CC=C8, CC(=O)O.CC(=O)O.[Pd]. Run in C1COCCO1.